This data is from the Open Reaction Database (ORD), a public repository of structured organic reaction records. The task is: describe an organic reaction: reactants, conditions, products, and yield Reactants: CCOC(C(=O)NCc1ccc(C#N)cc1)n1ccc(-c2cccc([N+](=O)[O-])c2)n1, CCO. The product is CCOC(C(=O)NCc1ccc(C#N)cc1)n1ccc(-c2cccc(N)c2)n1. RXN SMILES: [C:1](#[N:2])[c:3]1[cH:4][cH:5][c:6]([CH2:7][NH:8][C:9]([CH:10]([n:11]2[n:12][c:13](-[c:16]3[cH:17][c:18]([N+:22]([O-:23])=[O:24])[cH:19][cH:20][cH:21]3)[cH:14][cH:15]2)[O:25][CH2:26][CH3:27])=[O:28])[cH:29][cH:30]1.[CH3:31][CH2:32][OH:33]>>[C:1](#[N:2])[c:3]1[cH:4][cH:5][c:6]([CH2:7][NH:8][C:9]([CH:10]([n:11]2[n:12][c:13](-[c:16]3[cH:17][c:18]([NH2:22])[cH:19][cH:20][cH:21]3)[cH:14][cH:15]2)[O:25][CH2:26][CH3:27])=[O:28])[cH:29][cH:30]1. Reactants: C1=CC=NC=C1.F (HF-pyridine), N(=O)[O-].[Na+] (sodium nitrite), C1=CC=NC=C1.F (HF-pyridine), NC=1C(=C2C=CC(=C(C2=CC1)C(F)(F)F)OC)C (6-amino-2-methoxy-5-methyl-1-trifluoromethylnaphthalene), [OH-].[K+] (KOH). Solvent: N1=CC=CC=C1 (pyridine). Reaction conditions: temperature -78 celsius, time 10 minute. The product is FC1=C(C2=CC=C(C(=C2C=C1)C(F)(F)F)OC)C (2-Fluoro-6-methoxy-1-methyl-5-(trifluoromethyl)naphthalene). The yield is 77.0%. Reaction SMILES: C1C=CN=CC=1.[FH:7].N[C:9]1[C:10]([CH3:25])=[C:11]2[C:16](=[CH:17][CH:18]=1)[C:15]([C:19]([F:22])([F:21])[F:20])=[C:14]([O:23][CH3:24])[CH:13]=[CH:12]2.[OH-].[K+].N([O-])=O.[Na+]>N1C=CC=CC=1>[F:7][C:9]1[CH:18]=[CH:17][C:16]2[C:11](=[CH:12][CH:13]=[C:14]([O:23][CH3:24])[C:15]=2[C:19]([F:22])([F:21])[F:20])[C:10]=1[CH3:25] |f:0.1,3.4,5.6|. Reported procedure: A 250 mL nalgene bottle with magnetic stir bar under an N2 atmosphere was charged with HF-pyridine (70%-30% by weight) (75 mL) and cooled to -78° C. in a dry ice-isopropanol bath. When the HF-pyridine solution was frozen, a solution of the 6-amino-2-methoxy-5-methyl-1-trifluoromethylnaphthalene (10.07 g, 39.4 mmol) in pyridine (25 mL, previously dried over KOH) was added slowly. Again, when the solution was frozen, solid sodium nitrite (4.55 g, 1.67 eq) was added and the dry ice-isopropanol bath... Reactants: [N+](=O)([O-])C1=C(C(=O)OC)C=C(C=C1)N1N=C(C=C1C)C (methyl 2-nitro-5-(3,5-dimethyl-pyrazol-1-yl)-benzoate). Solvent: CO (methanol). Yields the product NC1=C(C(=O)OC)C=C(C=C1)N1N=C(C=C1C)C (methyl 2-amino-5-(3,5-dimethyl-pyrazol-1-yl)-benzoate). RXN SMILES: [N+:1]([C:4]1[CH:13]=[CH:12][C:11]([N:14]2[C:18]([CH3:19])=[CH:17][C:16]([CH3:20])=[N:15]2)=[CH:10][C:5]=1[C:6]([O:8][CH3:9])=[O:7])([O-])=O>CO>[NH2:1][C:4]1[CH:13]=[CH:12][C:11]([N:14]2[C:18]([CH3:19])=[CH:17][C:16]([CH3:20])=[N:15]2)=[CH:10][C:5]=1[C:6]([O:8][CH3:9])=[O:7]. Procedure: Prepared by catalytic reduction (palladium, 10% on charcoal) of methyl 2-nitro-5-(3,5-dimethyl-pyrazol-1-yl)-benzoate in methanol.